Dataset: the Open Reaction Database (ORD), a public repository of structured organic reaction records. Task: describe an organic reaction: reactants, conditions, products, and yield Starting materials: C([O-])([O-])=O.[Na+].[Na+] (sodium carbonate), ClC1=C(C=CC(=C1)Cl)C(CN1C(=NC=C1)C(=O)OCC)=O (Ethyl 1-[2-(2,4-dichlorophenyl)-2-oxoethyl]-1H-imidazole-2-carboxylate), ice water, C(C)(=O)[O-].[NH4+] (ammonium acetate). Solvent: C(C)(=O)O (acetic acid). Yields the product ClC1=C(C=CC(=C1)Cl)C=1NC(C=2N(C1)C=CN2)=O (6-(2,4-Dichlorophenyl)imidazo[1,2-a]pyrazin-8(7H)-one). Reaction SMILES: [Cl:1][C:2]1[CH:7]=[C:6]([Cl:8])[CH:5]=[CH:4][C:3]=1[C:9](=O)[CH2:10][N:11]1[CH:15]=[CH:14][N:13]=[C:12]1[C:16]([O:18]CC)=O.C([O-])(=O)C.[NH4+:26].C(=O)([O-])[O-].[Na+].[Na+]>C(O)(=O)C>[Cl:1][C:2]1[CH:7]=[C:6]([Cl:8])[CH:5]=[CH:4][C:3]=1[C:9]1[NH:26][C:16](=[O:18])[C:12]2[N:11]([CH:15]=[CH:14][N:13]=2)[CH:10]=1 |f:1.2,3.4.5|. Procedure: 920 mg (2.8 mmol) of ethyl 1-[2-(2,4-dichlorophenyl)-2-oxoethyl]-1H-imidazol-2-carboxylate (Example 3A) were dissolved in 45 ml of glacial acetic acid, and 2.17 g (28 mmol) of ammonium acetate were added. The mixture was stirred under reflux for 12 h. The reaction mixture was added to ice-water and neutralized and with sodium carbonate. The precipitate was filtered off and dried under high vacuum. This gave 650 mg (82% of theory) of the product as a solid. Reactants: [Si](C)(C)(C)I (TMS-I), C(N)(=O)C1=C(C=2N(N=C1)C=C(C2)C=2C=NC(=CC2)CNC(COC)=O)N[C@@H]2CN(C[C@@H]2CC)C(=O)OCC2=CC=CC=C2 ((3S,4S)-benzyl 3-((3-carbamoyl-6-(6-((2-methoxyacetamido)methyl)pyridin-3-yl)pyrrolo[1,2-b]pyridazin-4-yl)amino)-4-ethylpyrrolidine-1-carboxylate), [Si](C)(C)(C)I (TMS-I). The solvent is C(C)#N (Acetonitrile). Run at temperature 0 celsius, time 15 minute. Yield: 97.4%. Yields the product I.I.C(C)[C@@H]1[C@@H](CNC1)NC=1C=2N(N=CC1C(=O)N)C=C(C2)C=2C=NC(=CC2)CNC(COC)=O (4-(((3S,4S)-4-ethylpyrrolidin-3-yl)amino)-6-(6-((2-methoxyacetamido)methyl)pyridin-3-yl)pyrrolo[1,2-b]pyridazine-3-carboxamide, dihydroiodide). Reaction SMILES: [C:1]([C:4]1[CH:9]=[N:8][N:7]2[CH:10]=[C:11]([C:13]3[CH:14]=[N:15][C:16]([CH2:19][NH:20][C:21](=[O:25])[CH2:22][O:23][CH3:24])=[CH:17][CH:18]=3)[CH:12]=[C:6]2[C:5]=1[NH:26][C@H:27]1[C@@H:31]([CH2:32][CH3:33])[CH2:30][N:29](C(OCC2C=CC=CC=2)=O)[CH2:28]1)(=[O:3])[NH2:2].[Si]([I:48])(C)(C)C>C(#N)C>[IH:48].[IH:48].[CH2:32]([C@H:31]1[CH2:30][NH:29][CH2:28][C@H:27]1[NH:26][C:5]1[C:6]2[N:7]([CH:10]=[C:11]([C:13]3[CH:14]=[N:15][C:16]([CH2:19][NH:20][C:21](=[O:25])[CH2:22][O:23][CH3:24])=[CH:17][CH:18]=3)[CH:12]=2)[N:8]=[CH:9][C:4]=1[C:1]([NH2:2])=[O:3])[CH3:33] |f:3.4.5|. Procedure details: To a suspension of (3S,4S)-benzyl 3-((3-carbamoyl-6-(6-((2-methoxyacetamido)methyl)pyridin-3-yl)pyrrolo[1,2-b]pyridazin-4-yl)amino)-4-ethylpyrrolidine-1-carboxylate (22 mg, 0.038 mmol) in Acetonitrile (1 mL) at 0° C. was added TMS-I (0.013 mL, 0.094 mmol) and after stirring 15 minutes at 0° C., the cooling bath was removed. At 3.5 hr, SM remained by HPLC. The reaction mixture was recooled to 0° C. and additional TMS-I (0.013 mL, 0.094 mmol) was added. After stirring 15 minutes at 0° C., the cool... Starting materials: C(CCC)C1=NC2=C(N1CC1=CC=C(C=C1)C=1C(=CC=CC1)C(=O)OC(C)(C)C)C=C(C=C2)N(CCC2=CC=CC=C2)C(=O)NC2CCCCC2 (tert.butyl 4'-[(2-n-butyl-6-(N-cyclohexylaminocarbonyl-N-(2-phenylethyl)-amino)-benzimidazol-1-yl)-methyl]biphenyl-2-carboxylate), FC(C(=O)O)(F)F (trifluoroacetic acid). The product is C(CCC)C1=NC2=C(N1CC1=CC=C(C=C1)C=1C(=CC=CC1)C(=O)O)C=C(C=C2)N(CCC2=CC=CC=C2)C(=O)NC2CCCCC2 (4'-[(2-n-Butyl-6-(N-cyclohexylaminocarbonyl-N-(2-phenylethyl)-amino)-benzimidazol-1-yl)-methyl]biphenyl-2-carboxylic acid). As a reaction SMILES: [CH2:1]([C:5]1[N:9]([CH2:10][C:11]2[CH:16]=[CH:15][C:14]([C:17]3[C:18]([C:23]([O:25]C(C)(C)C)=[O:24])=[CH:19][CH:20]=[CH:21][CH:22]=3)=[CH:13][CH:12]=2)[C:8]2[CH:30]=[C:31]([N:34]([C:43]([NH:45][CH:46]3[CH2:51][CH2:50][CH2:49][CH2:48][CH2:47]3)=[O:44])[CH2:35][CH2:36][C:37]3[CH:42]=[CH:41][CH:40]=[CH:39][CH:38]=3)[CH:32]=[CH:33][C:7]=2[N:6]=1)[CH2:2][CH2:3][CH3:4].FC(F)(F)C(O)=O>>[CH2:1]([C:5]1[N:9]([CH2:10][C:11]2[CH:16]=[CH:15][C:14]([C:17]3[C:18]([C:23]([OH:25])=[O:24])=[CH:19][CH:20]=[CH:21][CH:22]=3)=[CH:13][CH:12]=2)[C:8]2[CH:30]=[C:31]([N:34]([C:43]([NH:45][CH:46]3[CH2:51][CH2:50][CH2:49][CH2:48][CH2:47]3)=[O:44])[CH2:35][CH2:36][C:37]3[CH:42]=[CH:41][CH:40]=[CH:39][CH:38]=3)[CH:32]=[CH:33][C:7]=2[N:6]=1)[CH2:2][CH2:3][CH3:4]. Procedure: Prepared in analogous manner to Example 9 from tert.butyl 4'-[(2-n-butyl-6-(N-cyclohexylaminocarbonyl-N-(2-phenylethyl)-amino)-benzimidazol-1-yl)-methyl]biphenyl-2-carboxylate and trifluoroacetic acid. Starting materials: CCOC(Cc1ccc(OCc2csc(-c3ccc(Cl)cc3)n2)cc1Cl)C(=O)OC, [Li+], [OH-]. Product: CCOC(Cc1ccc(OCc2csc(-c3ccc(Cl)cc3)n2)cc1Cl)C(=O)O. RXN SMILES: [CH3:1][O:2][C:3]([CH:4]([CH2:5][c:6]1[c:7]([Cl:26])[cH:8][c:9]([O:12][CH2:13][c:14]2[n:15][c:16](-[c:19]3[cH:20][cH:21][c:22]([Cl:25])[cH:23][cH:24]3)[s:17][cH:18]2)[cH:10][cH:11]1)[O:27][CH2:28][CH3:29])=[O:30].[Li+:32].[OH-:31]>>[O:2]=[C:3]([CH:4]([CH2:5][c:6]1[c:7]([Cl:26])[cH:8][c:9]([O:12][CH2:13][c:14]2[n:15][c:16](-[c:19]3[cH:20][cH:21][c:22]([Cl:25])[cH:23][cH:24]3)[s:17][cH:18]2)[cH:10][cH:11]1)[O:27][CH2:28][CH3:29])[OH:30]. The reactants are COC=1C=CC2=C(SC(=C2C(C2=CC=C(C=C2)OCC2CN(CCC2)CCCCCC)=O)C2=CC=C(C=C2)OC)C1 (6-Methoxy-2-(4-methoxyphenyl)-3-(4-[(1-hexylpiperidin-3-yl)methoxy]benzoyl)benzo[b]thiophene), C(C)S (ethane thiol), [Cl-].[Al+3].[Cl-].[Cl-] (aluminum chloride). Yields the product OC=1C=CC2=C(SC(=C2C(C2=CC=C(C=C2)OCC2CN(CCC2)CCCCCC)=O)C2=CC=C(C=C2)O)C1 (6-Hydroxy-2-(4-Hydroxyphenyl)-3-(4-[(1-Hexylpiperidin-3-yl)methoxy]benzoyl)benzo[b]thiophene). Isolated yield 19.0%. Reaction SMILES: C[O:2][C:3]1[CH:4]=[CH:5][C:6]2[C:10]([C:11](=[O:32])[C:12]3[CH:17]=[CH:16][C:15]([O:18][CH2:19][CH:20]4[CH2:25][CH2:24][CH2:23][N:22]([CH2:26][CH2:27][CH2:28][CH2:29][CH2:30][CH3:31])[CH2:21]4)=[CH:14][CH:13]=3)=[C:9]([C:33]3[CH:38]=[CH:37][C:36]([O:39]C)=[CH:35][CH:34]=3)[S:8][C:7]=2[CH:41]=1.C(S)C.[Cl-].[Al+3].[Cl-].[Cl-]>>[OH:2][C:3]1[CH:4]=[CH:5][C:6]2[C:10]([C:11](=[O:32])[C:12]3[CH:13]=[CH:14][C:15]([O:18][CH2:19][CH:20]4[CH2:25][CH2:24][CH2:23][N:22]([CH2:26][CH2:27][CH2:28][CH2:29][CH2:30][CH3:31])[CH2:21]4)=[CH:16][CH:17]=3)=[C:9]([C:33]3[CH:34]=[CH:35][C:36]([OH:39])=[CH:37][CH:38]=3)[S:8][C:7]=2[CH:41]=1 |f:2.3.4.5|. Procedure: 6-Methoxy-2-(4-methoxyphenyl)-3-(4-[(1-hexylpiperidin-3-yl)methoxy]benzoyl)benzo[b]thiophene (1.24 g, 2.17 mmol), ethane thiol (10.8 mmol), and aluminum chloride (1.73 g, 13.0 mmol) were converted to 224 mg (19%) of the title compound by the procedure of Example 16. MS(FD) 544(M+). EA calculated for C33H37NO4S: C, 72.90; H, 6.86; N, 2.58. Found: C, 73.14; H, 7.04; N, 2.52. Reactants: C([O-])([O-])=O.[Ag+2] (Silver carbonate), C(S(=O)(=O)O)S(=O)(=O)O (methanedisulfonic acid), C([O-])([O-])=O.[Ag+2] (silver carbonate), C(=O)=O (carbon dioxide). Run in O (water). Product: C(S(=O)(=O)[O-])S(=O)(=O)[O-].[Ag+2] (silver methanedisulfonate). Yield: 123.7%. Reaction SMILES: C(=O)([O-])[O-].[Ag+2:5].[CH2:6]([S:11]([OH:14])(=[O:13])=[O:12])[S:7]([OH:10])(=[O:9])=[O:8].C(=O)=O>O>[CH2:6]([S:11]([O-:14])(=[O:13])=[O:12])[S:7]([O-:10])(=[O:9])=[O:8].[Ag+2:5] |f:0.1,5.6|. Procedure: Silver carbonate (20 g, 0.0725 moles) was added to methanedisulfonic acid (25.55 g 50% solution in water) and diluted in 25 mL of distilled water while stirring. The silver carbonate dissolved with effervescence of carbon dioxide. After the reaction was complete, any remaining insoluble material was removed by filtration and the filtrate was stripped of water was removed under vacuum to give 25.3 g of pure silver methanedisulfonate. Yields the product O=CCCn1cc(C(F)(F)F)c(=O)[nH]c1=O. Reactants: C1CCOC1, CCOCC, O=c1[nH]c(=O)n(CCCO)cc1C(F)(F)F. Reaction SMILES: [CH2:22]1[O:23][CH2:24][CH2:25][CH2:26]1.[CH3:17][CH2:18][O:19][CH2:20][CH3:21].[OH:1][CH2:2][CH2:3][CH2:4][n:5]1[c:6](=[O:16])[nH:7][c:8](=[O:15])[c:9]([C:11]([F:12])([F:13])[F:14])[cH:10]1>>[O:1]=[CH:2][CH2:3][CH2:4][n:5]1[c:6](=[O:16])[nH:7][c:8](=[O:15])[c:9]([C:11]([F:12])([F:13])[F:14])[cH:10]1. Starting materials: C(C)(C)(C)OC(=O)N([C@@H]1CC[C@H](CC1)C(C)(C)C)CC1=CC=C(C(=O)O)C=C1 (Trans-4-{[N-(tert-butoxycarbonyl)-N-(4-tert-butylcyclohexyl)amino]methyl}benzoic acid), ON1N=NC2=C1C=CC=C2 (1-hydroxybenzotriazole), Cl.CN(C)CCCN=C=NCC (N-Dimethylaminopropyl-N′-ethylcarbodiimide hydrochloride), COC(CCN)=O (β-alanine methyl ester), C(C)(C)N(CC)C(C)C (diisopropylethylamine). The solvent is CN(C)C=O (DMF). Reaction conditions: temperature 20 celsius, time 16 hour. The product is C(C)(C)(C)OC(=O)N([C@@H]1CC[C@H](CC1)C(C)(C)C)CC1=CC=C(C(=O)NC(C(=O)OC)C)C=C1 (Methyl trans-4-{[N-(tert-butoxycarbonyl)-N-(4-tert-buylcyclohexyl)amino]methyl}benzoylaminopropanoate). RXN SMILES: [C:1]([O:5][C:6]([N:8]([CH2:19][C:20]1[CH:28]=[CH:27][C:23]([C:24](O)=[O:25])=[CH:22][CH:21]=1)[C@H:9]1[CH2:14][CH2:13][C@H:12]([C:15]([CH3:18])([CH3:17])[CH3:16])[CH2:11][CH2:10]1)=[O:7])([CH3:4])([CH3:3])[CH3:2].O[N:30]1C2C=CC=CC=2N=N1.Cl.CN(CCCN=C=NCC)C.[CH3:51][O:52][C:53](=[O:57])[CH2:54][CH2:55]N.C(N(C(C)C)CC)(C)C>CN(C=O)C>[C:1]([O:5][C:6]([N:8]([CH2:19][C:20]1[CH:28]=[CH:27][C:23]([C:24]([NH:30][CH:54]([CH3:55])[C:53]([O:52][CH3:51])=[O:57])=[O:25])=[CH:22][CH:21]=1)[C@H:9]1[CH2:14][CH2:13][C@H:12]([C:15]([CH3:18])([CH3:17])[CH3:16])[CH2:11][CH2:10]1)=[O:7])([CH3:4])([CH3:3])[CH3:2] |f:2.3|. Procedure: Trans-4-{[N-(tert-butoxycarbonyl)-N-(4-tert-butylcyclohexyl)amino]methyl}benzoic acid (22.0 g, 56.5 mmol) and 1-hydroxybenzotriazole (8.6 g, 57.0 mmol, containing 12% w/w water) was dissolved in DMF (300 mL). N-Dimethylaminopropyl-N′-ethylcarbodiimide hydrochloride (10.9 g, 56.8 mmol), β-alanine methyl ester (8.4 g, 60 mmol) and diisopropylethylamine (25 mL, 142 mmol) were added and the clear solution stirred at 20° C. for 16 hours. Solvent was removed by rotary evaporation and the residual oil ... Starting materials: COC(C1=CC(=C(C=C1)O)OCC)=O (3-ethoxy-4-hydroxy-benzoic acid methyl ester), [N+](=O)(O)[O-] (nitric acid). Run in C(C)OCC (diethyl ether). Run at time 4 hour. Yields the product COC(C1=CC(=C(C(=C1)[N+](=O)[O-])O)OCC)=O (3-Ethoxy-4-hydroxy-5-nitro-benzoic acid methyl ester). Reaction SMILES: [CH3:1][O:2][C:3](=[O:14])[C:4]1[CH:9]=[CH:8][C:7]([OH:10])=[C:6]([O:11][CH2:12][CH3:13])[CH:5]=1.[N+:15]([O-])([OH:17])=[O:16]>C(OCC)C>[CH3:1][O:2][C:3](=[O:14])[C:4]1[CH:9]=[C:8]([N+:15]([O-:17])=[O:16])[C:7]([OH:10])=[C:6]([O:11][CH2:12][CH3:13])[CH:5]=1. Reported procedure: To a solution of 3-ethoxy-4-hydroxy-benzoic acid methyl ester (5.3 g, 27.0 mmol, 1.0 equiv) in diethyl ether (60 mL) was added dropwise nitric acid 65% (3.71 mL, 5.24 g, 54.0 mmol, 2.0 equiv) over a period of 30 min. After the addition was completed the reaction mixture was stirred for 4 h at rt. The reaction product precipitated out of solution, was filtered off, washed with cold diethyl ether (3×20 mL) and dried yielding 4.61 g (%) of the title compound. 1H NMR (300 MHz, CDCl3): δ 1.53 (t, J=7... Starting materials: ClC1=C(C=CC=C1)C1C(=C(NC(=C1C(=O)OC)C)COCCO)C(=O)OCC (4-(2-chlorophenyl)-3-ethoxycarbonyl-2-(2-hydroxyethoxymethyl)-5-methoxycarbonyl-6-methyl-1,4-dihydropyridine), ClC1=NC=NC(=C1)OCC1=NC=CC=C1 (4-chloro-6-(2-pyridylmethoxy)pyrimidine). The product is N1=C(C=CC=C1)COC1=CC=NC=N1 (6-(2-pyridylmethoxy)pyrimidine). As a reaction SMILES: ClC1C=CC=CC=1C1C(C(OC)=O)=C(C)NC(COCCO)=C1C(OCC)=O.Cl[C:30]1[CH:35]=[C:34]([O:36][CH2:37][C:38]2[CH:43]=[CH:42][CH:41]=[CH:40][N:39]=2)[N:33]=[CH:32][N:31]=1>>[N:39]1[CH:40]=[CH:41][CH:42]=[CH:43][C:38]=1[CH2:37][O:36][C:34]1[N:33]=[CH:32][N:31]=[CH:30][CH:35]=1. Reported procedure: 4-<2-{[4-(2-Chlorophenyl)-3-ethoxycarbonyl-5-methoxycarbonyl-6-methyl-1,4-dihydropyrid-2-yl]methoxy}ethoxy>-6-(2-pyridylmethoxy)pyrimidine was prepared by the method described in Example 13 using 4-(2-chlorophenyl)-3-ethoxycarbonyl-2-(2-hydroxyethoxymethyl)-5-methoxycarbonyl-6-methyl-1,4-dihydropyridine and 4-chloro-6-(2-pyridylmethoxy)pyrimidine as the starting materials. The product had m.p. 64°-67° C.